This data is from the Open Reaction Database (ORD), a public repository of structured organic reaction records. The task is: describe an organic reaction: reactants, conditions, products, and yield The reactants are C(N)(=N)C1=CC=C2C=C(N(C2=C1)CC)CC[C@H]1N(CCC1)C(=O)[C@@H]1N(CCC1)CC(=O)OCC (ethyl 2-[(R)-2-[[(S)-2-[2-(6-amidino-1-ethylindol-2-yl)ethyl]pyrrolidinyl]carbonyl]pyrrolidinyl]acetate), C(C1=CC=CC=C1)OC(=O)Cl (benzylchloroformate). Product: C(C)N1C(=CC2=CC=C(C=C12)C(NC(=O)C1=CC=CC=C1)=N)CC[C@H]1N(CCC1)C(=O)[C@@H]1N(CCC1)CC(=O)OCC (ethyl 2-[(R)-2-[[(S)-2-[2-[1-ethyl-6-[imino(phenylcarbonylamino)methyl]indol-2-yl]ethyl]pyrrolidinyl]carbonyl]pyrrolidinyl]acetate). As a reaction SMILES: [C:1]([C:4]1[CH:12]=[C:11]2[C:7]([CH:8]=[C:9]([CH2:15][CH2:16][C@@H:17]3[CH2:21][CH2:20][CH2:19][N:18]3[C:22]([C@H:24]3[CH2:28][CH2:27][CH2:26][N:25]3[CH2:29][C:30]([O:32][CH2:33][CH3:34])=[O:31])=[O:23])[N:10]2[CH2:13][CH3:14])=[CH:6][CH:5]=1)(=[NH:3])[NH2:2].[CH2:35]([O:42]C(Cl)=O)[C:36]1[CH:41]=[CH:40][CH:39]=[CH:38][CH:37]=1>>[CH2:13]([N:10]1[C:11]2[C:7](=[CH:6][CH:5]=[C:4]([C:1](=[NH:2])[NH:3][C:35]([C:36]3[CH:41]=[CH:40][CH:39]=[CH:38][CH:37]=3)=[O:42])[CH:12]=2)[CH:8]=[C:9]1[CH2:15][CH2:16][C@@H:17]1[CH2:21][CH2:20][CH2:19][N:18]1[C:22]([C@H:24]1[CH2:28][CH2:27][CH2:26][N:25]1[CH2:29][C:30]([O:32][CH2:33][CH3:34])=[O:31])=[O:23])[CH3:14]. Procedure: 60 mg of ethyl 2-[(R)-2-[[(S)-2-[2-(6-amidino-1-ethylindol-2-yl)ethyl]pyrrolidinyl]carbonyl]pyrrolidinyl]acetate obtained in Example 60 was reacted with 24 μl of benzylchloroformate according to the same procedure as Example 154 to obtain 64 mg of the title compound. Reactants: CCOc1cc(C(C)(C)C)ccc1C1=NC(c2ccc(F)cc2)C(c2ccc(F)cc2)N1C(=O)Cl, CN(C)C(=O)CN1CCNCC1. Product: CCOc1cc(C(C)(C)C)ccc1C1=NC(c2ccc(F)cc2)C(c2ccc(F)cc2)N1C(=O)N1CCN(CC(=O)N(C)C)CC1, Cl. As a reaction SMILES: [C:1]([CH3:2])([CH3:3])([CH3:4])[c:5]1[cH:6][c:7]([O:33][CH2:34][CH3:35])[c:8]([C:11]2=[N:15][CH:14]([c:16]3[cH:17][cH:18][c:19]([F:22])[cH:20][cH:21]3)[CH:13]([c:23]3[cH:24][cH:25][c:26]([F:29])[cH:27][cH:28]3)[N:12]2[C:30](=[O:31])[Cl:32])[cH:9][cH:10]1.[CH3:36][N:37]([C:38]([CH2:39][N:40]1[CH2:41][CH2:42][NH:43][CH2:44][CH2:45]1)=[O:46])[CH3:47]>>[C:1]([CH3:2])([CH3:3])([CH3:4])[c:5]1[cH:6][c:7]([O:33][CH2:34][CH3:35])[c:8]([C:11]2=[N:15][CH:14]([c:16]3[cH:17][cH:18][c:19]([F:22])[cH:20][cH:21]3)[CH:13]([c:23]3[cH:24][cH:25][c:26]([F:29])[cH:27][cH:28]3)[N:12]2[C:30](=[O:31])[N:43]2[CH2:42][CH2:41][N:40]([CH2:39][C:38]([N:37]([CH3:36])[CH3:47])=[O:46])[CH2:45][CH2:44]2)[cH:9][cH:10]1.[ClH:32]. Starting materials: OC1C2=C(C(N1C=1N=NC(=CC1)OC)=O)SCCS2 (5-hydroxy-6-(6-methoxypyridazin-3-yl)-7-oxo-2,3,6,7-tetrahydro-1,4-dithiino[2,3-c]pyrrole), [H-].[Na+] (sodium hydride), ClC(=O)N1CCN(CC1)C (1-chlorocarbonyl-4-methylpiperazine), C(C)O (ethanol). Run in O1CCCC1 (tetrahydrofuran), O1CCCC1 (tetrahydrofuran). Reaction conditions: temperature 5 celsius, time 4 hour. Yields the product COC1=CC=C(N=N1)N1C(C2=C(C1OC(=O)N1CCN(CC1)C)SCCS2)=O (6-(6-Methoxypyridazin-3-yl)-5-(4-methylpiperazin-1-yl)carbonyloxy-7-oxo-2,3,6,7-tetrahydro-1,4-dithiino[2,3-c]pyrrole). Yield: 60.7%. RXN SMILES: [OH:1][CH:2]1[N:6]([C:7]2[N:8]=[N:9][C:10]([O:13][CH3:14])=[CH:11][CH:12]=2)[C:5](=[O:15])[C:4]2[S:16][CH2:17][CH2:18][S:19][C:3]1=2.[H-].[Na+].Cl[C:23]([N:25]1[CH2:30][CH2:29][N:28]([CH3:31])[CH2:27][CH2:26]1)=[O:24].C(O)C>O1CCCC1>[CH3:14][O:13][C:10]1[N:9]=[N:8][C:7]([N:6]2[CH:2]([O:1][C:23]([N:25]3[CH2:30][CH2:29][N:28]([CH3:31])[CH2:27][CH2:26]3)=[O:24])[C:3]3[S:19][CH2:18][CH2:17][S:16][C:4]=3[C:5]2=[O:15])=[CH:12][CH:11]=1 |f:1.2|. Procedure details: A solution of 5-hydroxy-6-(6-methoxypyridazin-3-yl)-7-oxo-2,3,6,7-tetrahydro-1,4-dithiino[2,3-c]pyrrole (8.9 g.) in anhydrous tetrahydrofuran (90 cc.) is treated for 30 minutes at about 15°-20° C, with sodium hydride (0.87 g.), and a solution of 1-chlorocarbonyl-4-methylpiperazine (19.5 g.) in anhydrous tetrahydrofuran (120 cc.) is then added, at 5° C. The reaction mixture is stirred for 4 hours at 5° C. After evaporating the solvent under reduced pressure (20 mm.Hg), the residue is taken up in ... Product: CN(C)CCNc1nncc2cc(Br)ccc12. Starting materials: Clc1nncc2cc(Br)ccc12, O=C([O-])[O-], CN(C)CCN, CN(C)C=O, CCOC(C)=O, [K+], [K+]. Reaction SMILES: [Br:1][c:2]1[cH:3][c:4]2[cH:5][n:6][n:7][c:8]([Cl:12])[c:9]2[cH:10][cH:11]1.[C:13](=[O:14])([O-:15])[O-:16].[CH3:19][N:20]([CH2:21][CH2:22][NH2:23])[CH3:24].[CH3:25][N:26]([CH3:27])[CH:28]=[O:29].[CH3:30][CH2:31][O:32][C:33]([CH3:34])=[O:35].[K+:17].[K+:18]>>[Br:1][c:2]1[cH:3][c:4]2[cH:5][n:6][n:7][c:8]([NH:23][CH2:22][CH2:21][N:20]([CH3:19])[CH3:24])[c:9]2[cH:10][cH:11]1.